This data is from the Open Reaction Database (ORD), a public repository of structured organic reaction records. The task is: describe an organic reaction: reactants, conditions, products, and yield Starting materials: CCC(CC)CBr, CCOC(=O)C1CCCCC1, C1CCOC1, CCCCCC, C1CCC(NC2CCCCC2)CC1, Cl, O. Yields the product CCOC(=O)C1(CC(CC)CC)CCCCC1. RXN SMILES: [Br:31][CH2:32][CH:33]([CH2:34][CH3:35])[CH2:36][CH3:37].[CH2:20]([CH3:21])[O:22][C:23](=[O:24])[CH:25]1[CH2:26][CH2:27][CH2:28][CH2:29][CH2:30]1.[CH2:39]1[O:40][CH2:41][CH2:42][CH2:43]1.[CH3:14][CH2:15][CH2:16][CH2:17][CH2:18][CH3:19].[CH:1]1([NH:2][CH:3]2[CH2:4][CH2:5][CH2:6][CH2:7][CH2:8]2)[CH2:9][CH2:10][CH2:11][CH2:12][CH2:13]1.[ClH:38].[OH2:44]>>[CH2:20]([CH3:21])[O:22][C:23](=[O:24])[C:25]1([CH2:32][CH:33]([CH2:34][CH3:35])[CH2:36][CH3:37])[CH2:26][CH2:27][CH2:28][CH2:29][CH2:30]1.